Task: describe an organic reaction: reactants, conditions, products, and yield. Dataset: the Open Reaction Database (ORD), a public repository of structured organic reaction records Reactants: NC1=C(C=C(C(=O)O)C=C1)Cl (4-amino-3-chlorobenzoic acid), Cl.COC1CNC1 (3-methoxyazetidine hydrochloride). Product: NC1=C(C=C(C=C1)C(=O)N1CC(C1)OC)Cl ((4-amino-3-chlorophenyl)(3-methoxyazetidin-1-yl)methanone). Reaction SMILES: [NH2:1][C:2]1[CH:10]=[CH:9][C:5]([C:6]([OH:8])=O)=[CH:4][C:3]=1[Cl:11].Cl.[CH3:13][O:14][CH:15]1[CH2:18][NH:17][CH2:16]1>>[NH2:1][C:2]1[CH:10]=[CH:9][C:5]([C:6]([N:17]2[CH2:18][CH:15]([O:14][CH3:13])[CH2:16]2)=[O:8])=[CH:4][C:3]=1[Cl:11] |f:1.2|. Procedure details: The title compound was prepared according to the method described for Preparation 25 using 4-amino-3-chlorobenzoic acid and 3-methoxyazetidine hydrochloride. Reactants: CO, O=C[O-], O=c1[nH]c2ccc([N+](=O)[O-])cc2s1, [NH4+], C1COCCO1. Yields the product Nc1ccc2[nH]c(=O)sc2c1. As a reaction SMILES: [CH3:24][OH:25].[CH:14]([O-:15])=[O:16].[N+:1]([O-:2])(=[O:3])[c:4]1[cH:5][c:6]2[c:7]([nH:8][c:9](=[O:11])[s:10]2)[cH:12][cH:13]1.[NH4+:17].[O:18]1[CH2:19][CH2:20][O:21][CH2:22][CH2:23]1>>[NH2:1][c:4]1[cH:5][c:6]2[c:7]([nH:8][c:9](=[O:11])[s:10]2)[cH:12][cH:13]1. Reactants: ice, C(=O)(O)C1=C(C=CC=C1)SC=1C=C(C=CC1)C(=O)O (3-[(carboxyphenyl)sulfanyl]benzenecarboxylic acid), [Br-].[Br-].[Br-].C1(=CC=CC=C1)[N+](C)(C)C.C1(=CC=CC=C1)[N+](C)(C)C.C1(=CC=CC=C1)[N+](C)(C)C (phenyl trimethylammonium tribromide), OS(=O)(=O)O (H2SO4), OS(=O)[O-].[Na+] (NaHSO3), CC(C(=O)[O-])O.C1=CC=C(C=C1)[Hg+].C(CO)N(CCO)CCO (PTAB), Ice water. Run in N1=CC=CC=C1 (pyridine). Run at time 24 hour. Product: C(=O)(O)C=1C=C(C=CC1)S(=O)C=1C=C(C=CC1)C(=O)O (3-[(3-Carboxyphenyl)sulfinyl]benzenecarboxylic acid). The yield is 78.7%. Reaction SMILES: C([C:4]1[CH:9]=[CH:8][CH:7]=[CH:6][C:5]=1[S:10][C:11]1[CH:12]=[C:13]([C:17]([OH:19])=[O:18])[CH:14]=[CH:15][CH:16]=1)(O)=O.[Br-].[Br-].[Br-].C1([N+](C)(C)C)C=CC=CC=1.C1([N+](C)(C)C)C=CC=CC=1.C1([N+](C)(C)C)C=CC=CC=1.CC(O)[C:55]([O-:57])=[O:56].C1C=CC([Hg+])=CC=1.C(N(CCO)CCO)C[OH:68].OS([O-])=O.[Na+].OS(O)(=O)=O>N1C=CC=CC=1>[C:17]([C:13]1[CH:12]=[C:11]([S:10]([C:5]2[CH:4]=[C:9]([C:55]([OH:57])=[O:56])[CH:8]=[CH:7][CH:6]=2)=[O:68])[CH:16]=[CH:15][CH:14]=1)([OH:19])=[O:18] |f:1.2.3.4.5.6,7.8.9,10.11|. Procedure: To a stirred ice cooled solution of 3-[(carboxyphenyl)sulfanyl]benzenecarboxylic acid (GM71/7, VIB-006) (1.0 g, 3.65 mmol) in aqueous pyridine ((1/1) 5.84 mL), phenyl trimethylammonium tribromide (1.43 g, 3.8 mmol) was gradually added in portions to keep the temperature between 0 and 10° C. When addition was complete, the reaction mixture was stirred at room temperature for 24 hours. Then the unreacted PTAB was decomposed with 40% NaHSO3 (3.65 mL). Ice water (14.6 mL) was then added and the reac... Starting materials: COC(=O)Cc1cc(C(=O)c2ccc(OCC(C)C)cc2OCC(C)C)ccc1OCC(C)C, CO, ClC(Cl)Cl, Cl, [Na+], [OH-], O. Product: CC(C)COc1ccc(C(=O)c2ccc(OCC(C)C)c(CC(=O)O)c2)c(OCC(C)C)c1. Reaction SMILES: [CH2:1]([CH:2]([CH3:3])[CH3:4])[O:5][c:6]1[c:7]([C:8](=[O:9])[c:10]2[cH:11][cH:12][c:13]([O:21][CH2:22][CH:23]([CH3:24])[CH3:25])[c:14]([CH2:16][C:17](=[O:18])[O:19][CH3:20])[cH:15]2)[cH:26][cH:27][c:28]([O:30][CH2:31][CH:32]([CH3:33])[CH3:34])[cH:29]1.[CH3:42][OH:43].[CH:37]([Cl:38])([Cl:39])[Cl:40].[ClH:41].[Na+:36].[OH-:35].[OH2:44]>>[CH2:1]([CH:2]([CH3:3])[CH3:4])[O:5][c:6]1[c:7]([C:8](=[O:9])[c:10]2[cH:11][cH:12][c:13]([O:21][CH2:22][CH:23]([CH3:24])[CH3:25])[c:14]([CH2:16][C:17](=[O:18])[OH:19])[cH:15]2)[cH:26][cH:27][c:28]([O:30][CH2:31][CH:32]([CH3:33])[CH3:34])[cH:29]1. The reactants are CC1=NNC2=CC=C(C=C12)C1=CC=C(N=N1)O[C@H]1CN2CCC1CC2 ((R)-3-[6-(3-Methyl-1H-indazol-5-yl)-pyridazin-3-yloxy]-1-aza-bicyclo[2.2.2]octane), C(\C=C\C(=O)O)(=O)O (fumaric acid). The solvent is CCOC(=O)C.CO (EtOAc MeOH). Product: C(\C=C\C(=O)O)(=O)O.CC1=NNC2=CC=C(C=C12)C1=CC=C(N=N1)O[C@H]1CN2CCC1CC2 ((R)-3-[6-(3-Methyl-1H-indazol-5-yl)-pyridazin-3-yloxy]-1-aza-bicyclo[2.2.2]octane fumarate). Isolated yield 119.0%. Reaction SMILES: [CH3:1][C:2]1[C:10]2[C:5](=[CH:6][CH:7]=[C:8]([C:11]3[N:16]=[N:15][C:14]([O:17][C@@H:18]4[CH:23]5[CH2:24][CH2:25][N:20]([CH2:21][CH2:22]5)[CH2:19]4)=[CH:13][CH:12]=3)[CH:9]=2)[NH:4][N:3]=1.[C:26]([OH:33])(=[O:32])/[CH:27]=[CH:28]/[C:29]([OH:31])=[O:30]>CCOC(C)=O.CO>[C:26]([OH:33])(=[O:32])/[CH:27]=[CH:28]/[C:29]([OH:31])=[O:30].[CH3:1][C:2]1[C:10]2[C:5](=[CH:6][CH:7]=[C:8]([C:11]3[N:16]=[N:15][C:14]([O:17][C@@H:18]4[CH:23]5[CH2:22][CH2:21][N:20]([CH2:25][CH2:24]5)[CH2:19]4)=[CH:13][CH:12]=3)[CH:9]=2)[NH:4][N:3]=1 |f:2.3,4.5|. Reported procedure: The product of Example 20B (68 mg, 0.11 mmol) was treated with fumaric acid (Aldrich, 14 mg, 0.12 mmol) in EtOAc/MeOH (v.10:1, 5 mL) to provide the title compound as solid (59.1 mg, 65%). 1H NMR (MeOH-D4, 300 MHz) 1.82-2.18 (m, 3H) 2.27-2.42 (m, 1H) 2.55-2.66 (m, 4H) 3.21-3.43 (m, 5H) 3.82-3.95 (m, 1H) 5.47-5.57 (m, 1H) 6.68 (s, 2H) 7.34 (d, J=9.2 Hz, 1H) 7.60 (d, J=8.8 Hz, 1H) 8.06 (dd, J=8.8, 1.7 Hz, 1H) 8.21 (d, J=9.2 Hz, 1H) 8.32 (s, 1H) ppm. MS (DCI/NH3) m/z 336(M+H)+. Anal. Calculated for ... Reactants: CCOCC, C1=CCCC=C1, O=C1C=CC(=O)C(F)=C1F. The product is O=C1C(F)=C(F)C(=O)C2C3C=CC(CC3)C12. As a reaction SMILES: [CH3:17][CH2:18][O:19][CH2:20][CH3:21].[CH:11]1=[CH:12][CH:13]=[CH:14][CH2:15][CH2:16]1.[F:1][C:2]1=[C:7]([F:8])[C:6](=[O:9])[CH:5]=[CH:4][C:3]1=[O:10]>>[F:1][C:2]1=[C:7]([F:8])[C:6](=[O:9])[CH:5]2[CH:4]([C:3]1=[O:10])[CH:16]1[CH:11]=[CH:12][CH:13]2[CH2:14][CH2:15]1.